Task: describe an organic reaction: reactants, conditions, products, and yield. Dataset: the Open Reaction Database (ORD), a public repository of structured organic reaction records Reactants: [Ge](Cl)(Cl)(Cl)Cl (germanium tetrachloride), Cl (HCl), C(C)[SiH2]O[Si](CC)(CC)CC (tetraethyl disiloxane), C(C=C)(=O)O (acrylic acid). The solvent is CCCCCC (hexane). Conditions: time 7 day. The product is C(CC)(=O)O.Cl[GeH](Cl)Cl (trichlorogermane propionic acid). As a reaction SMILES: [Ge:1](Cl)([Cl:4])([Cl:3])[Cl:2].C([SiH2]O[Si](CC)(CC)CC)C.[C:17]([OH:21])(=[O:20])[CH:18]=[CH2:19].Cl>CCCCCC>[C:17]([OH:21])(=[O:20])[CH2:18][CH3:19].[Cl:2][GeH:1]([Cl:4])[Cl:3] |f:5.6|. Procedure: To a 2 L round bottom flask purged with argon was added successively: germanium tetrachloride (200 g [0.9346 mol]), tetraethyl disiloxane (125 g[0.93 mol]), and acrylic acid (70.0 g[0.97 mol]). The reaction flask was purged with argon then sealed by placement of a ground glass stopper with a teflon sleeve and secured via teflon tape. The slightly cloudy mixture changed to a clear, colorless homogeneous solution within about 2 hours, and this was stirred for seven days at ambient temperature. The... The reactants are C(C1=CC=CC=C1)(=O)NC(=S)NC1=C(C(=O)N)C=C(C(=C1)OC)OC (2-[[(benzoylamino)thioxomethyl]amino]-4,5-dimethoxybenzamide), N (ammonia), OO (hydrogen peroxide). Solvent: CO (methanol). Conditions: time 8 hour. The product is COC=1C=C2C(N=C(NC2=CC1OC)NC(C1=CC=CC=C1)=O)=O (N-(1,4-Dihydro-6,7-dimethoxy-4-oxo-2-quinazolinyl)benzamide). The yield is 48.2%. As a reaction SMILES: [C:1]([NH:9][C:10]([NH:12][C:13]1[CH:21]=[C:20]([O:22][CH3:23])[C:19]([O:24][CH3:25])=[CH:18][C:14]=1[C:15]([NH2:17])=[O:16])=S)(=[O:8])[C:2]1[CH:7]=[CH:6][CH:5]=[CH:4][CH:3]=1.N.OO>CO>[CH3:25][O:24][C:19]1[CH:18]=[C:14]2[C:13](=[CH:21][C:20]=1[O:22][CH3:23])[NH:12][C:10]([NH:9][C:1](=[O:8])[C:2]1[CH:7]=[CH:6][CH:5]=[CH:4][CH:3]=1)=[N:17][C:15]2=[O:16]. Procedure: To a stirred mixture of 5.5 g of the above benzamide, 100 ml of methanolic ammonia and 200 ml of methanol was added dropwise, in increments, 25 ml of 30% hydrogen peroxide. After stirring overnight, the solid was collected, partially dissolved in 600 ml of hot acetonitrile and filtered. The filtrate was chilled, giving 2.4 g of the desired product as white crystals, mp 226°-227° C. (dec.). Reactants: O=S(=O)(C1CC1)C1CC1, [Cl-], NCC(Oc1ccc2c(cnn2-c2ccc(F)cc2)c1)c1ccccc1. Yields the product O=S(=O)(NCC(Oc1ccc2c(cnn2-c2ccc(F)cc2)c1)c1ccccc1)C1CC1. Reaction SMILES: [CH:28]1([S:31](=[O:32])(=[O:33])[CH:34]2[CH2:35][CH2:36]2)[CH2:29][CH2:30]1.[Cl-:27].[F:1][c:2]1[cH:3][cH:4][c:5](-[n:8]2[n:9][cH:10][c:11]3[cH:12][c:13]([O:17][CH:18]([CH2:19][NH2:20])[c:21]4[cH:22][cH:23][cH:24][cH:25][cH:26]4)[cH:14][cH:15][c:16]23)[cH:6][cH:7]1>>[F:1][c:2]1[cH:3][cH:4][c:5](-[n:8]2[n:9][cH:10][c:11]3[cH:12][c:13]([O:17][CH:18]([CH2:19][NH:20][S:31]([CH:28]4[CH2:29][CH2:30]4)(=[O:32])=[O:33])[c:21]4[cH:22][cH:23][cH:24][cH:25][cH:26]4)[cH:14][cH:15][c:16]23)[cH:6][cH:7]1. The reactants are C(C)(C)(C)OC(=O)N1CCC(CC1)CCO (2-(1-tert-butoxycarbonylpiperidin-4-yl)ethanol), CS(=O)(=O)Cl (methanesulfonyl chloride), S(C)(=O)(=O)[O-] (mesylate), N1C(C=2N3C(C=CC=C13)=NC2)=O (1,2-dihydro-1,4,7b-triazacyclopent[cd]inden-2-one), C1CCC2=NCCCN2CC1 (DBU). The solvent is CCOCC (ether), C(C)N(CC)CC (triethylamine), O (water), O (water), CN(C)C=O (DMF). Conditions: time 30 minute. The product is C(C)(C)(C)OC(=O)N1CCC(CC1)CCN1C(C=2N3C(C=CC=C13)=NC2)=O (1,2-Dihydro-1-[2-(1-tert-butoxycarbonylpiperidin-4-yl)ethan-1-yl]-1,4,7b-triazacyclopent[cd]inden-2-one). The yield is 68.2%. Reaction SMILES: [C:1]([O:5][C:6]([N:8]1[CH2:13][CH2:12][CH:11]([CH2:14][CH2:15]O)[CH2:10][CH2:9]1)=[O:7])([CH3:4])([CH3:3])[CH3:2].CS(Cl)(=O)=O.S([O-])(=O)(=O)C.[NH:27]1[C:35]2[N:30]3[C:31](=[N:36][CH:37]=[C:29]3[C:28]1=[O:38])[CH:32]=[CH:33][CH:34]=2.C1CCN2C(=NCCC2)CC1>CCOCC.O.CN(C=O)C.C(N(CC)CC)C>[C:1]([O:5][C:6]([N:8]1[CH2:9][CH2:10][CH:11]([CH2:14][CH2:15][N:27]2[C:35]3[N:30]4[C:31](=[N:36][CH:37]=[C:29]4[C:28]2=[O:38])[CH:32]=[CH:33][CH:34]=3)[CH2:12][CH2:13]1)=[O:7])([CH3:2])([CH3:3])[CH3:4]. Procedure: To a solution prepared by dissolving 8.26 g (36.0 mM) of 2-(1-tert-butoxycarbonylpiperidin-4-yl)ethanol and 10.0 ml (72.0 mM) of triethylamine in 50 ml of ether was added 3.34 ml (43.2 mM) of methanesulfonyl chloride dropwise at 0° C. After completion of dropwise addition, the reaction mixture was stirred at room temperature for 30 minutes. After completion of the reaction, the reaction mixture was poured in 100 ml of iced water and the mixture was extracted with 100 ml of ethyl acetate. The org...